This data is from the Open Reaction Database (ORD), a public repository of structured organic reaction records. The task is: describe an organic reaction: reactants, conditions, products, and yield The reactants are FC1=C(C=CC(=C1I)OC)C1OCCO1 (2-(2-fluoro-3-iodo-4-methoxy-phenyl)-[1,3] dioxolane), Cl (HCl). Solvent: CC(=O)C (acetone). Reaction conditions: time 48 hour. Yields the product FC1=C(C=O)C=CC(=C1I)OC (2-Fluoro-3-iodo-4-methoxy benzaldehyde). The yield is 48.6%. RXN SMILES: [F:1][C:2]1[C:7]([I:8])=[C:6]([O:9][CH3:10])[CH:5]=[CH:4][C:3]=1[CH:11]1OCC[O:12]1.Cl>CC(C)=O>[F:1][C:2]1[C:7]([I:8])=[C:6]([O:9][CH3:10])[CH:5]=[CH:4][C:3]=1[CH:11]=[O:12]. Procedure: To a solution of 2-(2-fluoro-3-iodo-4-methoxy-phenyl)-[1,3] dioxolane (5.284 g, 16.30 mmol) in acetone (170 mL) was added HCl (1N, 170 mL) and the solution stirred at room temperature for 48 hrs. The solution was extracted with ethyl acetate and washed successively with water, brine, dried (MgSO4), filtered and evaporated. The residue was purified on silica gel (eluent: 10% ethyl acetate in hexane) to give 2.22 g of 2-Fluoro-3-iodo-4-methoxy benzaldehyde (38% for 2 steps). 1H NMR (300 MHz; CDCl3... Reactants: C1CCNCC1, Cc1ccccc1, CCOC(C)=O, CS(=O)(=O)O, OCC1=Cc2c(OCCCCl)cccc21. Yields the product ClCCCOc1cccc2c1C=C2CN1CCCCC1. RXN SMILES: [CH2:1]1[CH2:2][CH2:3][NH:4][CH2:5][CH2:6]1.[CH3:27][c:28]1[cH:29][cH:30][cH:31][cH:32][cH:33]1.[CH3:34][CH2:35][O:36][C:37](=[O:38])[CH3:39].[CH3:7][S:8]([OH:9])(=[O:10])=[O:11].[Cl:12][CH2:13][CH2:14][CH2:15][O:16][c:17]1[cH:18][cH:19][cH:20][c:21]2[c:24]1[CH:23]=[C:22]2[CH2:25][OH:26]>>[CH2:1]1[CH2:2][CH2:3][N:4]([CH2:25][C:22]2=[CH:23][c:24]3[c:17]([O:16][CH2:15][CH2:14][CH2:13][Cl:12])[cH:18][cH:19][cH:20][c:21]32)[CH2:5][CH2:6]1. Starting materials: ClCCCCCC1=CC=CC=C1 (1-chloro-5-phenylpentane), C1(C=2C(C(N1)=O)=CC=CC2)=O.[K] (potassium phthalimide). The solvent is CN(C=O)C (dimethylformamide). Yields the product C1(=CC=CC=C1)CCCCCN1C(C2=CC=CC=C2C1=O)=O (2-(5-Phenylpentyl)-1,3-dihydro-1,3-dioxo-2H-isoindole). Yield: 91.1%. As a reaction SMILES: Cl[CH2:2][CH2:3][CH2:4][CH2:5][CH2:6][C:7]1[CH:12]=[CH:11][CH:10]=[CH:9][CH:8]=1.[C:13]1(=[O:23])[NH:17][C:16](=[O:18])[C:15]2=[CH:19][CH:20]=[CH:21][CH:22]=[C:14]12.[K]>CN(C)C=O>[C:7]1([CH2:6][CH2:5][CH2:4][CH2:3][CH2:2][N:17]2[C:13](=[O:23])[C:14]3[C:15](=[CH:19][CH:20]=[CH:21][CH:22]=3)[C:16]2=[O:18])[CH:12]=[CH:11][CH:10]=[CH:9][CH:8]=1 |f:1.2,^1:23|. Procedure: To a stirred solution of 24.0 g (0.131 mole) of 1-chloro-5-phenylpentane (Columbia Organics, Camden, S.C.) in 150 mL of dimethylformamide was added 24.3 g (0.131 mole) of potassium phthalimide (Aldrich) and the reaction mixture was heated at reflux under a nitrogen atmosphere for 15 hr. The solvent was evaporated under reduced pressure to heave a viscous, oily residue. The residue was triturated with 200 mL of water and then the mixture was extracted with four 200-mL portions of methylene chlori... Reactants: N(=NC(=O)N1CCCCC1)C(=O)N1CCCCC1 (1,1′-(azodicarbonyl)-dipiperidine), COC(CCNC(C1=CC=C(C=C1)O)=O)=O (3-(4-hydroxy-benzoylamino)-propionic acid methyl ester), BrC1=C(C=C(C=C1)C(CCCC(C)C)O)C (1-(4-Bromo-3-methyl-phenyl)-5-methyl-hexan-1-ol), C(CCC)P(CCCC)CCCC (Tributylphosphine). The solvent is C1(=CC=CC=C1)C (toluene). Product: COC(CCNC(C1=CC=C(C=C1)OC(CCCC(C)C)C1=CC(=C(C=C1)Br)C)=O)=O (3-{4-[1-(4-Bromo-3-methyl-phenyl)-5-methyl-hexyloxy]-benzoylamino}-propionic acid methyl ester). Isolated yield 63.0%. As a reaction SMILES: [CH3:1][O:2][C:3](=[O:16])[CH2:4][CH2:5][NH:6][C:7](=[O:15])[C:8]1[CH:13]=[CH:12][C:11]([OH:14])=[CH:10][CH:9]=1.[Br:17][C:18]1[CH:23]=[CH:22][C:21]([CH:24](O)[CH2:25][CH2:26][CH2:27][CH:28]([CH3:30])[CH3:29])=[CH:20][C:19]=1[CH3:32].C(P(CCCC)CCCC)CCC.N(C(N1CCCCC1)=O)=NC(N1CCCCC1)=O>C1(C)C=CC=CC=1>[CH3:1][O:2][C:3](=[O:16])[CH2:4][CH2:5][NH:6][C:7](=[O:15])[C:8]1[CH:9]=[CH:10][C:11]([O:14][CH:24]([C:21]2[CH:22]=[CH:23][C:18]([Br:17])=[C:19]([CH3:32])[CH:20]=2)[CH2:25][CH2:26][CH2:27][CH:28]([CH3:30])[CH3:29])=[CH:12][CH:13]=1. Procedure details: A solution of 3-(4-hydroxy-benzoylamino)-propionic acid methyl ester (805 mg, 3.61 mmol) and 1-(4-Bromo-3-methyl-phenyl)-5-methyl-hexan-1-ol (824 mg, 2.89 mmol) in toluene (15.0 mL) was degassed and filled with nitrogen for 3 times. Tributylphosphine (1.1 mL, 4.33 mmol) was added to the reaction mixture under nitrogen at 0° C., followed by addition of 1,1′-(azodicarbonyl)-dipiperidine (1.1 g, 4.33 mmol). The reaction mixture was allowed to warm to room temperature and stirred over night, the mix... The reactants are CC(=O)N1CCc2ccc(N(CCCNCc3ccccc3)C(=O)C=Cc3ccccc3)cc21, C=CCI, CCN(C(C)C)C(C)C, ClCCl. Yields the product C=CCN(CCCN(C(=O)C=Cc1ccccc1)c1ccc2c(c1)N(C(C)=O)CC2)Cc1ccccc1. RXN SMILES: [C:1]([CH3:2])(=[O:3])[N:4]1[CH2:5][CH2:6][c:7]2[cH:8][cH:9][c:10]([N:13]([C:14]([CH:15]=[CH:16][c:17]3[cH:18][cH:19][cH:20][cH:21][cH:22]3)=[O:23])[CH2:24][CH2:25][CH2:26][NH:27][CH2:28][c:29]3[cH:30][cH:31][cH:32][cH:33][cH:34]3)[cH:11][c:12]21.[CH2:35]([CH:36]=[CH2:37])[I:38].[CH:39]([N:40]([CH:41]([CH3:42])[CH3:43])[CH2:44][CH3:45])([CH3:46])[CH3:47].[Cl:48][CH2:49][Cl:50]>>[C:1]([CH3:2])(=[O:3])[N:4]1[CH2:5][CH2:6][c:7]2[cH:8][cH:9][c:10]([N:13]([C:14]([CH:15]=[CH:16][c:17]3[cH:18][cH:19][cH:20][cH:21][cH:22]3)=[O:23])[CH2:24][CH2:25][CH2:26][N:27]([CH2:28][c:29]3[cH:30][cH:31][cH:32][cH:33][cH:34]3)[CH2:37][CH:36]=[CH2:35])[cH:11][c:12]21.